From a dataset of the Open Reaction Database (ORD), a public repository of structured organic reaction records. describe an organic reaction: reactants, conditions, products, and yield Reactants: O1C(OCC1)CCC1(OCC2=CC(=CC=C12)C#N)C1=CC=C(C=C1)F (1-(2-[1, 3]-dioxolan-2-yl-ethyl)-1-(4-fluorophenyl)-1,3-dihydro-isobenzofuran-5-carbonitrile). Solvent: CC(=O)C (acetone), Cl (HCl), CC(=O)C (acetone), Cl (HCl). Conditions: time 60 hour. Product: FC1=CC=C(C=C1)C1(OCC2=CC(=CC=C12)C#N)CCC=O (1-(4-Fluorophenyl)-1-(3-oxopropyl)-1,3-dihydro-isobenzofuran-5-carbonitrile). Yield: 107.3%. Reaction SMILES: [O:1]1CCO[CH:2]1[CH2:6][CH2:7][C:8]1([C:19]2[CH:24]=[CH:23][C:22]([F:25])=[CH:21][CH:20]=2)[C:16]2[C:11](=[CH:12][C:13]([C:17]#[N:18])=[CH:14][CH:15]=2)[CH2:10][O:9]1>CC(C)=O.Cl>[F:25][C:22]1[CH:21]=[CH:20][C:19]([C:8]2([CH2:7][CH2:6][CH:2]=[O:1])[C:16]3[C:11](=[CH:12][C:13]([C:17]#[N:18])=[CH:14][CH:15]=3)[CH2:10][O:9]2)=[CH:24][CH:23]=1. Procedure: 1-(2-[1, 3]-dioxolan-2-yl-ethyl)-1-(4-fluorophenyl)-1,3-dihydro-isobenzofuran-5-carbonitrile (6 g) was dissolved in a mixture of acetone (100 mL) and aqueous HCl (5N, 30 mL). The reaction mixture was stirred at room temperature for 60 h, and concentrated to remove acetone. The aqueous solution was extracted with ethyl acetate (40 mL), and concentrated to give a crude oil. It was dissolved in acetone (80 mL) and aqueous HCl (5N, 25 mL), stirred for 3 h, and concentrated to remove acetone. The aqu... Starting materials: Cc1ccc(S(=O)(=O)Cl)cc1, Cl, Nc1cc(F)ccc1F, c1ccncc1. The product is Cc1ccc(S(=O)(=O)Nc2cc(F)ccc2F)cc1. RXN SMILES: [CH3:10][c:11]1[cH:12][cH:13][c:14]([S:17](=[O:18])(=[O:19])[Cl:20])[cH:15][cH:16]1.[ClH:21].[F:1][c:2]1[c:3]([NH2:4])[cH:5][c:6]([F:9])[cH:7][cH:8]1.[cH:22]1[cH:23][cH:24][n:25][cH:26][cH:27]1>>[F:1][c:2]1[c:3]([NH:4][S:17]([c:14]2[cH:13][cH:12][c:11]([CH3:10])[cH:16][cH:15]2)(=[O:18])=[O:19])[cH:5][c:6]([F:9])[cH:7][cH:8]1. The reactants are CO, Cl, N#Cc1ccc(F)cn1. Yields the product NCc1ccc(F)cn1. As a reaction SMILES: [CH3:10][OH:11].[ClH:12].[F:1][c:2]1[cH:3][cH:4][c:5]([C:8]#[N:9])[n:6][cH:7]1>>[F:1][c:2]1[cH:3][cH:4][c:5]([CH2:8][NH2:9])[n:6][cH:7]1. Yields the product CCCc1ccc(C(=O)Nc2[nH]c(Cc3ccc(C(=O)O)o3)nc2C(N)=O)cc1. Reaction SMILES: [C:1]([NH2:2])(=[O:3])[c:4]1[n:5][c:6]([CH2:21][c:22]2[cH:23][cH:24][c:25]([C:27](=[O:28])[O:29][CH2:30][CH3:31])[o:26]2)[nH:7][c:8]1[NH:9][C:10]([c:11]1[cH:12][cH:13][c:14]([CH2:17][CH2:18][CH3:19])[cH:15][cH:16]1)=[O:20].[CH2:35]1[O:36][CH2:37][CH2:38][CH2:39]1.[CH3:32][CH2:33][OH:34].[CH3:42][C:43](=[O:44])[OH:45].[Na+:41].[OH-:40]>>[C:1]([NH2:2])(=[O:3])[c:4]1[n:5][c:6]([CH2:21][c:22]2[cH:23][cH:24][c:25]([C:27](=[O:28])[OH:29])[o:26]2)[nH:7][c:8]1[NH:9][C:10]([c:11]1[cH:12][cH:13][c:14]([CH2:17][CH2:18][CH3:19])[cH:15][cH:16]1)=[O:20]. Starting materials: CCCc1ccc(C(=O)Nc2[nH]c(Cc3ccc(C(=O)OCC)o3)nc2C(N)=O)cc1, C1CCOC1, CCO, CC(=O)O, [Na+], [OH-]. Starting materials: C1CCCCC1, CS(C)=O, COC(=O)Cl, [K], c1cc[nH]c1. Product: COC(=O)n1cccc1. RXN SMILES: [CH2:16]1[CH2:17][CH2:18][CH2:19][CH2:20][CH2:21]1.[CH3:12][S:13](=[O:14])[CH3:15].[Cl:7][C:8](=[O:9])[O:10][CH3:11].[K:1].[nH:2]1[cH:3][cH:4][cH:5][cH:6]1>>[n:2]1([C:8](=[O:9])[O:10][CH3:11])[cH:3][cH:4][cH:5][cH:6]1.